This data is from the Open Reaction Database (ORD), a public repository of structured organic reaction records. The task is: describe an organic reaction: reactants, conditions, products, and yield Starting materials: C(CCCCCCCCCCC)(=S)O (Thiolauric acid), C1CO1 (ethylene oxide). Solvent: C(C)O (ethanol), C(C)O (ethanol). Reaction conditions: time 8 hour. Yields the product C(CCCCCCCCCCC)(=O)SC(C)O (S-lauroylmercaptoethanol). RXN SMILES: [C:1]([OH:14])(=[S:13])[CH2:2][CH2:3][CH2:4][CH2:5][CH2:6][CH2:7][CH2:8][CH2:9][CH2:10][CH2:11][CH3:12].[CH2:15]1[O:17][CH2:16]1>C(O)C>[C:1]([S:13][CH:16]([OH:17])[CH3:15])(=[O:14])[CH2:2][CH2:3][CH2:4][CH2:5][CH2:6][CH2:7][CH2:8][CH2:9][CH2:10][CH2:11][CH3:12]. Procedure: Thiolauric acid (15 g) is dissolved in dry ethanol (50 ml) and thereto is added a solution of ethylene oxide (15 ml) in cold dry ethanol (20 ml) and the mixture is allowed to stand at room temperature overnight. The solvent is distilled off under reduced pressure and the resulting residue is recrystallized from petroleum ether to give colorless scales of S-lauroylmercaptoethanol (8 g), m.p. 45° - 46° C (SH test with DTNB: negative). Reactants: CCc1c(C=COC)cccc1-c1nnc(-c2ccc(OC(C)C)c(C(F)(F)F)c2)s1, C1COCCO1, Cl, O, O. The product is CCc1c(CC=O)cccc1-c1nnc(-c2ccc(OC(C)C)c(C(F)(F)F)c2)s1. RXN SMILES: [CH2:1]([CH3:2])[c:3]1[c:4](-[c:13]2[s:14][c:15](-[c:18]3[cH:19][c:20]([C:28]([F:29])([F:30])[F:31])[c:21]([O:24][CH:25]([CH3:26])[CH3:27])[cH:22][cH:23]3)[n:16][n:17]2)[cH:5][cH:6][cH:7][c:8]1[CH:9]=[CH:10][O:11][CH3:12].[CH2:35]1[O:36][CH2:37][CH2:38][O:39][CH2:40]1.[ClH:32].[OH2:33].[OH2:34]>>[CH2:1]([CH3:2])[c:3]1[c:4](-[c:13]2[s:14][c:15](-[c:18]3[cH:19][c:20]([C:28]([F:29])([F:30])[F:31])[c:21]([O:24][CH:25]([CH3:26])[CH3:27])[cH:22][cH:23]3)[n:16][n:17]2)[cH:5][cH:6][cH:7][c:8]1[CH2:9][CH:10]=[O:11]. Reactants: [BH4-], C1CCOC1, CC1CN(c2ccc(C#N)cc2C(F)(F)F)CCN1S(=O)(=O)c1cccc(C(C)(O)C(F)(F)F)c1, CO, [Na+]. The product is CC1CN(c2ccc(CN)cc2C(F)(F)F)CCN1S(=O)(=O)c1cccc(C(C)(O)C(F)(F)F)c1. Reaction SMILES: [BH4-:41].[CH2:36]1[O:37][CH2:38][CH2:39][CH2:40]1.[CH3:1][CH:2]1[CH2:3][N:4]([c:24]2[c:25]([C:32]([F:33])([F:34])[F:35])[cH:26][c:27]([C:28]#[N:29])[cH:30][cH:31]2)[CH2:5][CH2:6][N:7]1[S:8](=[O:9])(=[O:10])[c:11]1[cH:12][c:13]([C:17]([C:18]([F:19])([F:20])[F:21])([CH3:22])[OH:23])[cH:14][cH:15][cH:16]1.[CH3:43][OH:44].[Na+:42]>>[CH3:1][CH:2]1[CH2:3][N:4]([c:24]2[c:25]([C:32]([F:33])([F:34])[F:35])[cH:26][c:27]([CH2:28][NH2:29])[cH:30][cH:31]2)[CH2:5][CH2:6][N:7]1[S:8](=[O:9])(=[O:10])[c:11]1[cH:12][c:13]([C:17]([C:18]([F:19])([F:20])[F:21])([CH3:22])[OH:23])[cH:14][cH:15][cH:16]1. Yields the product C(C)(C)(C)OC(\C(\C(C)=O)=N/O)=O ((Z)-2-hydroxyimino-3-oxo-butyric acid tert-butyl ester). Solvent: O (water), O (water), C(C)(=O)O (acetic acid), O (water). Reactants: ice, BrCC(/C(/C(=O)N[C@H]1[C@H]2SCC(=C(N2C1=O)C(=O)O)CSC=1N(N=C(C(N1)=O)O)C)=N/OC)=O ((6R,7R)-7-[4-bromo-2-[(Z)-methoxyimino]-3-oxobutyramido]-3-[[(2,5-dihydro-6-hydroxy-2-methyl-5-oxo-as-triazin-3-yl)thio]methyl]-8-oxo-5-thia-1-azabicyclo[4.2.0]oct-2-ene-2-carboxylic acid), C(C)(C)(C)OC(CC(=O)C)=O (acetoacetic acid tert.butyl ester), N(=O)[O-].[Na+] (sodium nitrite). Procedure details: The (6R,7R)-7-[4-bromo-2-[(Z)-methoxyimino]-3-oxobutyramido]-3-[[(2,5-dihydro-6-hydroxy-2-methyl-5-oxo-as-triazin-3-yl)thio]methyl]-8-oxo-5-thia-1-azabicyclo[4.2.0]oct-2-ene-2-carboxylic acid used as the starting material can be prepared as follows: 592.1 g of acetoacetic acid tert.butyl ester are dissolved in 560 ml of glacial acetic acid. To this solution is added dropwise at 5°-10° C. during 21/2 hours a solution of 290.6 g of sodium nitrite in 655 ml of water. The resulting yellow suspension... As a reaction SMILES: Br[CH2:2][C:3](=[O:34])/[C:4](=[N:31]/[O:32]C)/[C:5](N[C@@H]1C(=O)N2[C@@H]1SCC(CSC1N(C)N=C(O)C(=O)N=1)=C2C(O)=O)=[O:6].[C:35]([O:39]C(=O)CC(C)=O)([CH3:38])([CH3:37])[CH3:36].N([O-])=O.[Na+]>C(O)(=O)C.O>[C:35]([O:39][C:5](=[O:6])/[C:4](=[N:31]\[OH:32])/[C:3](=[O:34])[CH3:2])([CH3:38])([CH3:37])[CH3:36] |f:2.3|. Conditions: temperature 20 celsius, time 30 minute. Starting materials: CI (methyl iodide), CN(C)C=O (N,N'-dimethylformamide), C(CC)N1C(NC(C=2NC=NC12)=S)=O (3-n-propyl-6-thioxanthine), [H-].[Na+] (sodium hydride). Run in CCCCCC (n-hexane), C(C)O (ethanol). Conditions: time 30 minute. The product is CSC=1C=2NC=NC2N(C(N1)=O)CCC (3,7-Dihydro-6-methylthio-3-n-propyl-2H-purin-2-one). RXN SMILES: [H-].[Na+].[CH3:3]N(C=O)C.[CH2:8]([N:11]1[C:19]2[N:18]=[CH:17][NH:16][C:15]=2[C:14](=[S:20])[NH:13][C:12]1=[O:21])[CH2:9][CH3:10].CI>CCCCCC.C(O)C>[CH3:3][S:20][C:14]1[C:15]2[NH:16][CH:17]=[N:18][C:19]=2[N:11]([CH2:8][CH2:9][CH3:10])[C:12](=[O:21])[N:13]=1 |f:0.1|. Procedure details: In an argon atmosphere(9.77 g (244 mmol) of 60% sodium hydride was washed with n-hexane 3 times. The solvent was evaporated under reduced pressure and dried. After 900 ml of N,N'-dimethylformamide was added 57.0 g (271 mmol) of 3-n-propyl-6-thioxanthine (Japanese Published Unexamined Patent Application No. 183287/86) was gently added under ice cooling. 15 minutes after, 15.2 ml (244 mmol) of methyl iodide was dropwise added to the reaction mixture. After stirring for 30 minutes, 50 ml of ethanol...